From a dataset of the Open Reaction Database (ORD), a public repository of structured organic reaction records. describe an organic reaction: reactants, conditions, products, and yield Starting materials: C1CCNCC1, CCO, CS(=O)(=O)c1ccc(C(CC2CCCC2)C(=O)Nc2cnc(C=O)cn2)cc1Cl, O=C1CNC(=O)N1, O=C(O)c1ccccc1. The product is CS(=O)(=O)c1ccc(C(CC2CCCC2)C(=O)Nc2cnc(C=C3NC(=O)NC3=O)cn2)cc1Cl. RXN SMILES: [CH2:37]1[CH2:38][CH2:39][NH:40][CH2:41][CH2:42]1.[CH3:52][CH2:53][OH:54].[Cl:1][c:2]1[cH:3][c:4]([CH:12]([C:13](=[O:14])[NH:15][c:16]2[n:17][cH:18][c:19]([CH:22]=[O:23])[n:20][cH:21]2)[CH2:24][CH:25]2[CH2:26][CH2:27][CH2:28][CH2:29]2)[cH:5][cH:6][c:7]1[S:8](=[O:9])(=[O:10])[CH3:11].[O:30]=[C:31]1[CH2:32][NH:33][C:34](=[O:35])[NH:36]1.[OH:43][C:44]([c:45]1[cH:46][cH:47][cH:48][cH:49][cH:50]1)=[O:51]>>[Cl:1][c:2]1[cH:3][c:4]([CH:12]([C:13](=[O:14])[NH:15][c:16]2[n:17][cH:18][c:19]([CH:22]=[C:32]3[C:31](=[O:30])[NH:36][C:34](=[O:35])[NH:33]3)[n:20][cH:21]2)[CH2:24][CH:25]2[CH2:26][CH2:27][CH2:28][CH2:29]2)[cH:5][cH:6][c:7]1[S:8](=[O:9])(=[O:10])[CH3:11]. The reactants are C(C)OCC (diethyl ether), C(CCC)[Li] (n-butyllithium), solution, CCCCCC (hexane). The product is [CH-]1C=CC2=CC=CC=C12.[Li+] (lithium indenide). As a reaction SMILES: C(OCC)C.[CH2:6]([Li:10])[CH2:7][CH2:8][CH3:9].[CH3:11][CH2:12][CH2:13][CH2:14][CH2:15]C>>[CH-:6]1[C:15]2[C:9](=[CH:11][CH:12]=[CH:13][CH:14]=2)[CH:8]=[CH:7]1.[Li+:10] |f:3.4|. Procedure details: A 100 mL Schlenk flask is charged with diethyl ether, 50 mL, and n-butyllithium, 5.2 mL (13.88 mmole) of a 2.68M solution in hexane) at -78° C. To the magnetically stirred, chilled solution is added nitrogen degassed indene, 1.8 mL (15.27 mmole). The mixture is stirred and warmed to room temperature over 1 to 2 hours. The mixture is stirred at least an additional 4 hours at room temperature to insure complete reaction prior to further use. Yields the product IC(=CCO)C1=CC=CC=C1 (3-Iodo-3-phenyl-prop-2-en-1-ol). Run in C(C)OCC (diethyl ether), C1(=CC=CC=C1)C (toluene), C(C)OCC (diethyl ether). Starting materials: solution, C(C(O)C(O)C(=O)O)(=O)O.[Na].[K] (potassium sodium tartaric acid), C1(=CC=CC=C1)C#CCO (3-phenyl-2-propyn-1-ol), COCCO[AlH2-]OCCOC.[Na+] (Red-Al), ICl (iodine monochloride). RXN SMILES: COCCO[AlH2-]OCCOC.[Na+].[C:13]1([C:19]#[C:20][CH2:21][OH:22])[CH:18]=[CH:17][CH:16]=[CH:15][CH:14]=1.[I:23]Cl.C(O)(=O)C(C(C(O)=O)O)O.[Na].[K]>C1(C)C=CC=CC=1.C(OCC)C>[I:23][C:19]([C:13]1[CH:18]=[CH:17][CH:16]=[CH:15][CH:14]=1)=[CH:20][CH2:21][OH:22] |f:0.1,4.5.6,^1:34,35|. Reported procedure: Red-Al™ (3.4M in toluene, 33 ml) was dissolved in diethyl ether (100 ml) and cooled to −10° C. to which 3-phenyl-2-propyn-1-ol (10 g, 0.076 mol) dissolved in diethyl ether (10 ml) was added dropwise, causing the solution to turn a dark red/brown colour. The reaction was stirred for 1 hour. The solution was cooled to −78° C. and iodine monochloride (1.0M solution in dichloromethane, 114 ml) was added causing the solution to turn a dark brown colour. The mixture was allowed to warm to room tempera... Reaction conditions: temperature -78 celsius, time 1 hour. The yield is 95.0%. The reactants are CN1CCC(=CC1)C1=CNC2=CC=C(C=C12)C=O (3-(1-Methyl-1,2,3,6-tetrahydro-4-pyridyl)-1H-indole-5-carbaldehyde), N1C(=O)NC(=O)C1 (hydantoin), C(C)(=O)[O-].[NH4+] (ammonium acetate). Solvent: C(C)(=O)O (acetic acid). Product: CN1CCC(=CC1)C(=C1C(NC(N1)=O)=O)C=1C=C2C=CNC2=CC1 (5-[(1-Methyl-1,2,3,6-tetrahydro-4-pyridyl)-1H-indol-5-ylmethylene]-2,4-imidazolidinedione). The yield is 77.6%. As a reaction SMILES: [CH3:1][N:2]1[CH2:7][CH:6]=[C:5]([C:8]2[C:16]3C(=[CH:12][CH:13]=[C:14]([CH:17]=O)[CH:15]=3)NC=2)[CH2:4][CH2:3]1.[NH:19]1[CH2:25][C:23](=[O:24])[NH:22][C:20]1=[O:21].[C:26]([O-])(=O)[CH3:27].[NH4+:30]>C(O)(=O)C>[CH3:1][N:2]1[CH2:7][CH:6]=[C:5]([C:8]([C:16]2[CH:15]=[C:14]3[C:17](=[CH:26][CH:27]=2)[NH:30][CH:12]=[CH:13]3)=[C:25]2[NH:19][C:20](=[O:21])[NH:22][C:23]2=[O:24])[CH2:4][CH2:3]1 |f:2.3|. Reported procedure: A mixture of the product from step (b) (2.4 g), hydantoin (Aldrich, 0.98 g) and ammonium acetate (0.74 g) in glac. acetic acid (2.4 ml) was heated at 120° C. for 4 hours. The mixture was cooled and the resulting precipitate filtered off and dried to give the desired product as a yellow solid (2.4 g). Starting materials: O=C([O-])O, Cc1ccc(S(=O)(=O)OCCc2nc(-c3ccccc3)oc2C)cc1, CS(C)=O, [K+], N#C[Na], O. Yields the product Cc1oc(-c2ccccc2)nc1CCC#N. As a reaction SMILES: [C:29](=[O:30])([OH:31])[O-:32].[CH3:1][c:2]1[c:3]([CH2:13][CH2:14][O:15][S:16]([c:17]2[cH:18][cH:19][c:20]([CH3:21])[cH:22][cH:23]2)(=[O:24])=[O:25])[n:4][c:5](-[c:7]2[cH:8][cH:9][cH:10][cH:11][cH:12]2)[o:6]1.[CH3:35][S:36]([CH3:37])=[O:38].[K+:33].[Na:26][C:27]#[N:28].[OH2:34]>>[CH3:1][c:2]1[c:3]([CH2:13][CH2:14][C:27]#[N:28])[n:4][c:5](-[c:7]2[cH:8][cH:9][cH:10][cH:11][cH:12]2)[o:6]1.